This data is from the Open Reaction Database (ORD), a public repository of structured organic reaction records. The task is: describe an organic reaction: reactants, conditions, products, and yield Starting materials: C(C)OC(=O)C1N(CC=C1C)S(=O)(=O)C1=CC=C(C=C1)C (3-Methyl-1-(toluene-4-sulfonyl)-2,5-dihydro-1H-pyrrole-2-carboxylic acid ethyl ester), C1CCC2=NCCCN2CC1 (DBU). Solvent: C1CCOC1 (THF), CCOCC (ether). The product is C(C)OC(=O)C=1NC=CC1C (3-Methyl-1H-pyrrole-2-carboxylic acid ethyl ester). Yield: 98.6%. RXN SMILES: [CH2:1]([O:3][C:4]([CH:6]1[C:10]([CH3:11])=[CH:9][CH2:8][N:7]1S(C1C=CC(C)=CC=1)(=O)=O)=[O:5])[CH3:2].C1CCN2C(=NCCC2)CC1>C1COCC1.CCOCC>[CH2:1]([O:3][C:4]([C:6]1[NH:7][CH:8]=[CH:9][C:10]=1[CH3:11])=[O:5])[CH3:2]. Procedure: Pyrroline 83 (8.80 g, 28.48 mmol) was dissolved in THF (70 mL). DBU (9.78 mL, 65.50 mmol) was added dropwise and the resulting solution stirred under reflux overnight. The mixture was cooled to room temperature, diluted with ether and washed with 5% aq. HCl, 5% sodium bicarbonate solution and water. The organic layer was dried over sodium sulfate, filtered and evaporated under reduced pressure to give the crude solid 84 (4.30 g, 98%). 1H-NMR (400 MHz, CDCl3): δ 1.37 (t, 3H), 2.35 (s, 3H), 4.31 (... The reactants are C(=O)([O-])[O-].[K+].[K+] (K2CO3), ClC=1C(=C(C=O)C(=CC1C)O)C (3-chloro-6-hydroxy-2,4-dimethylbenzaldehyde), FC(/C=C/C(=O)OCC)(F)F (ethyl trifluorocrotonate). Run in CN(C)C=O (DMF). Run at temperature 65 celsius. Yields the product ClC=1C(=C2C=C(C(OC2=CC1C)C(F)(F)F)C(=O)OCC)C (ethyl 6-chloro-5,7-dimethyl-2-(trifluoromethyl)-2H-chromene-3-carboxylate). Isolated yield 110.2%. RXN SMILES: [Cl:1][C:2]1[C:3]([CH3:12])=[C:4]([C:7]([OH:11])=[CH:8][C:9]=1[CH3:10])[CH:5]=O.C([O-])([O-])=O.[K+].[K+].[F:19][C:20]([F:29])([F:28])/[CH:21]=[CH:22]/[C:23]([O:25][CH2:26][CH3:27])=[O:24]>CN(C=O)C>[Cl:1][C:2]1[C:3]([CH3:12])=[C:4]2[C:7](=[CH:8][C:9]=1[CH3:10])[O:11][CH:21]([C:20]([F:19])([F:29])[F:28])[C:22]([C:23]([O:25][CH2:26][CH3:27])=[O:24])=[CH:5]2 |f:1.2.3|. Procedure details: To a solution of 3-chloro-6-hydroxy-2,4-dimethylbenzaldehyde (6.9 g, 37.4 mmol) in 80 mL of DMF was added dried finely powdered K2CO3 (11.36 g, 82.2 mmol). With mechanical stirring, the reaction was heated to 65° C. To the suspension was added dropwise ethyl trifluorocrotonate (7.54 g, 44.9 mmol). The stirring reaction was heated at 90° C. for 1.5 h. K2CO3 was filtered from the cooled reaction. From the reaction under vacuum, DMF was removed. The resulting residue was dissolved in 400 mL EtOAc. ... Reactants: C(=O)C(CCCCC(=O)OC)CC1=CC=C(C=C1)C(=O)OC (methyl 6-formyl-7-(4-methoxycarbonylphenyl)heptanoate), O=C1C(CCCC1)C(=O)OC(C)(C)C (t-butyl 2-oxocyclohexanecarboxylate), ClCC1=CC=C(C(=O)OC)C=C1 (methyl 4-chloromethylbenzoate), [Br-].C(C1=CC=CC=C1)OC1=C(C[P+](C2=CC=CC=C2)(C2=CC=CC=C2)C2=CC=CC=C2)C=CC=C1 (2-(benzyloxy)benzyl-triphenylphosphonium bromide), III, C(CCC)[Li] (butyllithium). Solvent: O (water), C1CCOC1 (THF), C1CCOC1 (THF). Conditions: temperature 0 celsius, time 30 minute. Yields the product C(C1=CC=CC=C1)OC1=C(C=CC=C1)C=CC(CCCCC(=O)OC)CC1=CC=C(C=C1)C(=O)OC (Methyl 8-(2-benzyloxyphenyl)-6-(4-methoxycarbonylbenzyl)-7-octenoate). RXN SMILES: [Br-].[CH2:2]([O:9][C:10]1[CH:35]=[CH:34][CH:33]=[CH:32][C:11]=1[CH2:12][P+](C1C=CC=CC=1)(C1C=CC=CC=1)C1C=CC=CC=1)[C:3]1[CH:8]=[CH:7][CH:6]=[CH:5][CH:4]=1.C([Li])CCC.[CH:41]([CH:43]([CH2:52][C:53]1[CH:58]=[CH:57][C:56]([C:59]([O:61][CH3:62])=[O:60])=[CH:55][CH:54]=1)[CH2:44][CH2:45][CH2:46][CH2:47][C:48]([O:50][CH3:51])=[O:49])=O.O=C1CCCCC1C(OC(C)(C)C)=O.ClCC1C=CC(C(OC)=O)=CC=1>C1COCC1.O>[CH2:2]([O:9][C:10]1[CH:35]=[CH:34][CH:33]=[CH:32][C:11]=1[CH:12]=[CH:41][CH:43]([CH2:52][C:53]1[CH:54]=[CH:55][C:56]([C:59]([O:61][CH3:62])=[O:60])=[CH:57][CH:58]=1)[CH2:44][CH2:45][CH2:46][CH2:47][C:48]([O:50][CH3:51])=[O:49])[C:3]1[CH:4]=[CH:5][CH:6]=[CH:7][CH:8]=1 |f:0.1|. Reported procedure: At 0° C. and under argon, 343.4 mg (0.64 mmol) of 2-(benzyloxy)benzyl-triphenylphosphonium bromide from Ex. III are suspended in 20 ml of THF, and 0.48 ml of butyllithium (0.76 mmol, 1.6 M solution in hexane) is added. The deep-orange solution is stirred at 0° C. for 30 min, and a solution of 195 mg (0.64 mmol) of methyl 6-formyl-7-(4-methoxycarbonylphenyl)heptanoate (prepared analogously to Example I from t-butyl 2-oxocyclohexanecarboxylate and methyl 4-chloromethylbenzoate, cf. EP-A-0 341 551)... Reactants: CC1([C@@H]([C@@H]1C#CC(=O)OCCCCC)C(=O)OC(C)(C)C)C (tert.-butyl(1R,cis)2,2-dimethyl-3-[pentyloxycarbonylethynyl]cyclopropane-carboxylate), C1(=CC=C(C=C1)S(=O)(=O)O)C (p-toluene sulfonic acid). Run in C1(=CC=CC=C1)C (toluene). The product is CC1([C@@H]([C@@H]1C#CC(=O)OCCCCC)C(=O)O)C ((1R,cis)2,2-dimethyl-3-(pentyloxycarbonyl-ethynyl)-cyclopropane-carboxylic acid). Isolated yield 112.0%. Reaction SMILES: [CH3:1][C:2]1([CH3:22])[C@@H:4]([C:5]#[C:6][C:7]([O:9][CH2:10][CH2:11][CH2:12][CH2:13][CH3:14])=[O:8])[C@H:3]1[C:15]([O:17]C(C)(C)C)=[O:16].C1(C)C=CC(S(O)(=O)=O)=CC=1>C1(C)C=CC=CC=1>[CH3:22][C:2]1([CH3:1])[C@@H:4]([C:5]#[C:6][C:7]([O:9][CH2:10][CH2:11][CH2:12][CH2:13][CH3:14])=[O:8])[C@H:3]1[C:15]([OH:17])=[O:16]. Reported procedure: A mixture of 5.24 g of the product of Step A, 50 ml of toluene and 250 mg of p-toluene sulfonic acid was refluxed until gas evolution ceased and was then evaporated to dryness under reduced pressure to obtain 4.8 g of crude (1R,cis)2,2-dimethyl-3-(pentyloxycarbonyl-ethynyl)-cyclopropane-carboxylic acid which was used as is for the next step. Starting materials: CC=1C=C(C=CC1)CS(=O)(=O)Cl ((3-methylphenyl)methanesulfonyl chloride), CC=1C=C(C=CC1)CS(=O)(=O)Cl ((3-methylphenyl)methanesulfonyl chloride), CC(C)([O-])C.[K+] (Potassium tert-butoxide), NC=1N(C(C(=C(N1)C(=O)NC)OCC1=CC=CC=C1)=O)C (2-amino-5-(benzyloxy)-N,1-dimethyl-6-oxo-1,6-dihydropyrimidine-4-carboxamide). Solvent: C1CCOC1 (THF), C1CCOC1 (THF), C1CCOC1 (THF), CN(C)C=O (DMF), CCOC(=O)C (EtOAc). Reaction conditions: time 10 minute. Product: CNC(=O)C=1N=C(N(C(C1OCC1=CC=CC=C1)=O)C)NS(=O)(=O)CC=1C=C(C=CC1)C (5-benzyloxy-1-methyl-6-oxo-2-m-tolylmethanesulfonylamino-1,6-dihydro-pyrimidine-4-carboxylic acid methylamide). Isolated yield 29.5%. As a reaction SMILES: CC(C)([O-])C.[K+].[NH2:7][C:8]1[N:9]([CH3:27])[C:10](=[O:26])[C:11]([O:18][CH2:19][C:20]2[CH:25]=[CH:24][CH:23]=[CH:22][CH:21]=2)=[C:12]([C:14]([NH:16][CH3:17])=[O:15])[N:13]=1.[CH3:28][C:29]1[CH:30]=[C:31]([CH2:35][S:36](Cl)(=[O:38])=[O:37])[CH:32]=[CH:33][CH:34]=1>C1COCC1.CN(C=O)C.CCOC(C)=O>[CH3:17][NH:16][C:14]([C:12]1[N:13]=[C:8]([NH:7][S:36]([CH2:35][C:31]2[CH:30]=[C:29]([CH3:28])[CH:34]=[CH:33][CH:32]=2)(=[O:38])=[O:37])[N:9]([CH3:27])[C:10](=[O:26])[C:11]=1[O:18][CH2:19][C:20]1[CH:25]=[CH:24][CH:23]=[CH:22][CH:21]=1)=[O:15] |f:0.1|. Procedure: Potassium tert-butoxide (75.9 mg, 676 μmol) was added to a solution of 2-amino-5-(benzyloxy)-N,1-dimethyl-6-oxo-1,6-dihydropyrimidine-4-carboxamide (150 mg, 520 μmol) in THF (15.0 ml) and DMF (3 ml). The resulting mixture was stirred for 10 min and then cooled with an ice-bath. To this mixture was slowly added a solution of (3-methylphenyl)methanesulfonyl chloride (140 mg, 684 μmol) in THF (1 ml). The reaction mixture was stirred at room temperature overnight. A further solution of (3-methylphen... Reactants: CC(=O)Nc1ncc(C2=C(C(=O)OC(c3ccccc3)c3ccccc3)N3C(=O)C(NC(=O)OC(C)(C)C)C3SC2)s1, CC#N, Cc1ccc(S(=O)(=O)O)cc1. Yields the product CC(=O)Nc1ncc(C2=C(C(=O)OC(c3ccccc3)c3ccccc3)N3C(=O)C(N)C3SC2)s1. Reaction SMILES: [C:1]([CH3:2])(=[O:3])[NH:4][c:5]1[s:6][c:7]([C:10]2=[C:11]([C:27](=[O:28])[O:29][CH:30]([c:31]3[cH:32][cH:33][cH:34][cH:35][cH:36]3)[c:37]3[cH:38][cH:39][cH:40][cH:41][cH:42]3)[N:12]3[C:13](=[O:26])[CH:14]([NH:18][C:19]([O:20][C:21]([CH3:22])([CH3:23])[CH3:24])=[O:25])[CH:15]3[S:16][CH2:17]2)[cH:8][n:9]1.[CH3:54][C:55]#[N:56].[c:43]1([CH3:44])[cH:45][cH:46][c:47]([S:48]([OH:49])(=[O:50])=[O:51])[cH:52][cH:53]1>>[C:1]([CH3:2])(=[O:3])[NH:4][c:5]1[s:6][c:7]([C:10]2=[C:11]([C:27](=[O:28])[O:29][CH:30]([c:31]3[cH:32][cH:33][cH:34][cH:35][cH:36]3)[c:37]3[cH:38][cH:39][cH:40][cH:41][cH:42]3)[N:12]3[C:13](=[O:26])[CH:14]([NH2:18])[CH:15]3[S:16][CH2:17]2)[cH:8][n:9]1. Reactants: C=C[Sn](CCCC)(CCCC)CCCC, Cc1ccccc1, Nc1cnc(F)c(Br)c1, c1ccc(P(c2ccccc2)(c2ccccc2)[Pd](P(c2ccccc2)(c2ccccc2)c2ccccc2)(P(c2ccccc2)(c2ccccc2)c2ccccc2)P(c2ccccc2)(c2ccccc2)c2ccccc2)cc1. The product is C=Cc1cc(N)cnc1F. Reaction SMILES: [CH2:10]([CH2:11][CH2:23][CH3:24])[Sn:12]([CH2:13][CH2:14][CH2:15][CH3:16])([CH2:17][CH2:18][CH2:19][CH3:20])[CH:21]=[CH2:22].[CH3:25][c:26]1[cH:27][cH:28][cH:29][cH:30][cH:31]1.[NH2:1][c:2]1[cH:3][c:4]([Br:9])[c:5]([F:8])[n:6][cH:7]1.[cH:32]1[cH:33][cH:34][c:35]([P:36]([Pd:37]([P:38]([c:39]2[cH:40][cH:41][cH:42][cH:43][cH:44]2)([c:45]2[cH:46][cH:47][cH:48][cH:49][cH:50]2)[c:51]2[cH:52][cH:53][cH:54][cH:55][cH:56]2)([P:57]([c:58]2[cH:59][cH:60][cH:61][cH:62][cH:63]2)([c:64]2[cH:65][cH:66][cH:67][cH:68][cH:69]2)[c:70]2[cH:71][cH:72][cH:73][cH:74][cH:75]2)[P:76]([c:77]2[cH:78][cH:79][cH:80][cH:81][cH:82]2)([c:83]2[cH:84][cH:85][cH:86][cH:87][cH:88]2)[c:89]2[cH:90][cH:91][cH:92][cH:93][cH:94]2)([c:95]2[cH:96][cH:97][cH:98][cH:99][cH:100]2)[c:101]2[cH:102][cH:103][cH:104][cH:105][cH:106]2)[cH:107][cH:108]1>>[NH2:1][c:2]1[cH:3][c:4]([CH:10]=[CH2:11])[c:5]([F:8])[n:6][cH:7]1. Starting materials: COC=1C=C2C=CC(=CC2=CC1)C(C(=O)OC)C (methyl 6-methoxy-2-naphthyl-α-methylacetate), Cl (hydrochloric acid), [Na] (sodium), C(CC(C)C)O (iso-amyl alcohol). The solvent is C(C)OCC (diethyl ether). Product: COC=1C=C2CCC(=CC2=CC1)C(C(=O)OC)C (methyl 6-methoxy-3,4-dihydro-2-naphthyl-α-methylacetate). Reaction SMILES: [CH3:1][O:2][C:3]1[CH:4]=[C:5]2[C:10](=[CH:11][CH:12]=1)[CH:9]=[C:8]([CH:13]([CH3:18])[C:14]([O:16][CH3:17])=[O:15])[CH:7]=[CH:6]2.[Na].C(O)CC(C)C.Cl>C(OCC)C>[CH3:1][O:2][C:3]1[CH:4]=[C:5]2[C:10](=[CH:11][CH:12]=1)[CH:9]=[C:8]([CH:13]([CH3:18])[C:14]([O:16][CH3:17])=[O:15])[CH2:7][CH2:6]2 |^1:18|. Procedure details: A mixture of 24.4 g. of methyl 6-methoxy-2-naphthyl-α-methylacetate, 25 g. of sodium metal, and 500 ml. of anhydrous iso-amyl alcohol are refluxed for 18 hours. The cooled reaction mixture is acidified by the addition of aqueous 1N hydrochloric acid. The product is isolated by diethyl ether extraction to give methyl 6-methoxy-3,4-dihydro-2-naphthyl-α-methylacetate. The reactants are [H-].[Na+] (sodium hydride), C(#N)C1=CNC2=CC=C(C=C12)CCNC(C1=CC=C(C=C1)C=1C=NC(=CC1)OC)=O (N-(2-[3-Cyano-indol-5-yl]ethyl)-4-(6-methoxypyrid-3-yl)benzamide), IC (iodomethane). The solvent is CN(C)C=O (DMF), CN(C)C=O (DMF). Run at time 3 hour. Yields the product C(#N)C1=CN(C2=CC=C(C=C12)CCNC(C1=CC=C(C=C1)C=1C=NC(=CC1)OC)=O)C (N-(2-[3-Cyano-1-methylindol-5-yl]ethyl)-4-(6-methoxypyrid-3-yl)benzamide). Yield: 64.5%. Reaction SMILES: [C:1]([C:3]1[C:11]2[C:6](=[CH:7][CH:8]=[C:9]([CH2:12][CH2:13][NH:14][C:15](=[O:30])[C:16]3[CH:21]=[CH:20][C:19]([C:22]4[CH:23]=[N:24][C:25]([O:28][CH3:29])=[CH:26][CH:27]=4)=[CH:18][CH:17]=3)[CH:10]=2)[NH:5][CH:4]=1)#[N:2].[H-].[Na+].I[CH3:34]>CN(C=O)C>[C:1]([C:3]1[C:11]2[C:6](=[CH:7][CH:8]=[C:9]([CH2:12][CH2:13][NH:14][C:15](=[O:30])[C:16]3[CH:17]=[CH:18][C:19]([C:22]4[CH:23]=[N:24][C:25]([O:28][CH3:29])=[CH:26][CH:27]=4)=[CH:20][CH:21]=3)[CH:10]=2)[N:5]([CH3:34])[CH:4]=1)#[N:2] |f:1.2|. Reported procedure: A solution of 0.250 g (0.631 mmol) N-(2-[3-Cyano-indol-5-yl]ethyl)-4-(6-methoxypyrid-3-yl)benzamide (reference example 1p) in 5 mL DMF is added to a cooled (0° C.) solution of 0.0328 g (0.820 mmol) sodium hydride (60% dispersion in mineral oil) in 2 mL DMF. After ten minutes 0.043 mL (0.69 mmol) iodomethane is added, and the cooling bath removed. After 3 hours, the reaction is quenched with water, concentrated, and the resulting residue flash chromatographed (2:2:1 CH2Cl2:EtOAc:hexanes) to provi... Starting materials: [Al+3], ClCCl, COc1ccc(C2Cc3ccc(OC)cc3C3CCCCC23)cc1, CC(=O)Cl, [Cl-], [Cl-], [Cl-], Cl, O. Product: COc1ccc(C2Cc3cc(C(C)=O)c(OC)cc3C3CCCCC23)cc1. As a reaction SMILES: [Al+3:26].[CH2:35]([Cl:36])[Cl:37].[CH3:1][O:2][c:3]1[cH:4][c:5]2[c:14]([cH:15][cH:16]1)[CH2:13][CH:12]([c:17]1[cH:18][cH:19][c:20]([O:23][CH3:24])[cH:21][cH:22]1)[CH:11]1[CH:6]2[CH2:7][CH2:8][CH2:9][CH2:10]1.[CH3:29][C:30]([Cl:31])=[O:32].[Cl-:25].[Cl-:27].[Cl-:28].[ClH:33].[OH2:34]>>[CH3:1][O:2][c:3]1[cH:4][c:5]2[c:14]([cH:15][c:16]1[C:30]([CH3:29])=[O:32])[CH2:13][CH:12]([c:17]1[cH:18][cH:19][c:20]([O:23][CH3:24])[cH:21][cH:22]1)[CH:11]1[CH:6]2[CH2:7][CH2:8][CH2:9][CH2:10]1.